Dataset: the Open Reaction Database (ORD), a public repository of structured organic reaction records. Task: describe an organic reaction: reactants, conditions, products, and yield Reactants: CCC(=O)Cl, C1CCOC1, Nc1ccc2nc(-c3ccccc3)cc(C(=O)O)c2c1, c1ccncc1. Product: CCC(=O)Nc1ccc2nc(-c3ccccc3)cc(C(=O)O)c2c1. Reaction SMILES: [C:26]([Cl:27])(=[O:28])[CH2:29][CH3:30].[CH2:21]1[CH2:22][CH2:23][CH2:24][O:25]1.[NH2:1][c:2]1[cH:3][c:4]2[c:5]([C:18](=[O:19])[OH:20])[cH:6][c:7](-[c:12]3[cH:13][cH:14][cH:15][cH:16][cH:17]3)[n:8][c:9]2[cH:10][cH:11]1.[cH:31]1[cH:32][cH:33][n:34][cH:35][cH:36]1>>[NH:1]([c:2]1[cH:3][c:4]2[c:5]([C:18](=[O:19])[OH:20])[cH:6][c:7](-[c:12]3[cH:13][cH:14][cH:15][cH:16][cH:17]3)[n:8][c:9]2[cH:10][cH:11]1)[C:24]([CH2:23][CH3:22])=[O:25]. The reactants are CO, Nc1cccc(Nc2ccc([N+](=O)[O-])cn2)n1. Yields the product Nc1ccc(Nc2cccc(N)n2)nc1. Reaction SMILES: [CH3:18][OH:19].[N+:1]([O-:2])(=[O:3])[c:4]1[cH:5][cH:6][c:7]([NH:10][c:11]2[n:12][c:13]([NH2:17])[cH:14][cH:15][cH:16]2)[n:8][cH:9]1>>[NH2:1][c:4]1[cH:5][cH:6][c:7]([NH:10][c:11]2[n:12][c:13]([NH2:17])[cH:14][cH:15][cH:16]2)[n:8][cH:9]1. Reactants: CC(C)=O, O=Cc1ccc(OC(F)F)c2oc3ccc([N+](=O)[O-])cc3c12, [K+], O=[Mn](=O)(=O)[O-], O. The product is O=C(O)c1ccc(OC(F)F)c2oc3ccc([N+](=O)[O-])cc3c12. RXN SMILES: [CH3:29][C:30](=[O:31])[CH3:32].[F:1][CH:2]([O:3][c:4]1[cH:5][cH:6][c:7]([CH:20]=[O:21])[c:8]2[c:9]1[o:10][c:11]1[c:12]2[cH:13][c:14]([N+:17](=[O:18])[O-:19])[cH:15][cH:16]1)[F:22].[K+:28].[Mn:23](=[O:24])([O-:25])(=[O:26])=[O:27].[OH2:33]>>[F:1][CH:2]([O:3][c:4]1[cH:5][cH:6][c:7]([C:20](=[O:21])[OH:24])[c:8]2[c:9]1[o:10][c:11]1[c:12]2[cH:13][c:14]([N+:17](=[O:18])[O-:19])[cH:15][cH:16]1)[F:22]. The reactants are C(#C)[C@@H]1CC[C@H](CC1)C1=CC=C(C=C1)CCCCC (1-(trans-4-ethynylcyclohexyl)-4-pentylbenzene), C1(=CC=CC=C1)OC#N (phenyl cyanate), solution, C(CCC)[Li] (butyl lithium), O (water). Run in O1CCCC1 (tetrahydrofuran), CCCCCC (hexane). Conditions: temperature -45 celsius, time 15 minute. The product is residue, C(CCCC)C1=CC=C(C=C1)[C@@H]1CC[C@H](CC1)C#CC#N (trans-4-(p-pentylphenyl)cyclohexanepropiolonitrile). Yield: 66.6%. RXN SMILES: [C:1]([C@H:3]1[CH2:8][CH2:7][C@H:6]([C:9]2[CH:14]=[CH:13][C:12]([CH2:15][CH2:16][CH2:17][CH2:18][CH3:19])=[CH:11][CH:10]=2)[CH2:5][CH2:4]1)#[CH:2].C([Li])CCC.C1(O[C:32]#[N:33])C=CC=CC=1.O>O1CCCC1.CCCCCC>[CH2:15]([C:12]1[CH:13]=[CH:14][C:9]([C@H:6]2[CH2:5][CH2:4][C@H:3]([C:1]#[C:2][C:32]#[N:33])[CH2:8][CH2:7]2)=[CH:10][CH:11]=1)[CH2:16][CH2:17][CH2:18][CH3:19]. Procedure details: A solution of 254 mg of 1-(trans-4-ethynylcyclohexyl)-4-pentylbenzene (prepared according to Example 12) in 60 ml of absolute tetrahydrofuran was placed at -45° C. in a 100 ml sulphonation flask under argon gasification and treated within 1 minute with 1.2 ml of a 1.0N solution of butyl lithium in hexane. After completion of the addition, the mixture was stirred at -45° C. for a further 15 minutes, then cooled to -78° C. and treated with 182 μl of phenyl cyanate. The mixture was stirred at -78° ... Starting materials: Cl (HCl), C(C1=CC=CC=C1)N1CCNC(CC1)=O (1-benzylhexahydro-1H-1,4-diazepin-5-one), resultant mixture, [H][H] (hydrogen). The reagents and catalysts are [C].[Pd] (palladium-carbon). Solvent: C(C)O (ethanol), CO (methanol). Product: Cl.N1CCNC(CC1)=O (Hexahydro-1H-1,4-diazepin-5-one hydrochloride). The yield is 96.0%. Reaction SMILES: [ClH:1].C([N:9]1[CH2:15][CH2:14][C:13](=[O:16])[NH:12][CH2:11][CH2:10]1)C1C=CC=CC=1.[H][H]>C(O)C.CO.[C].[Pd]>[ClH:1].[NH:9]1[CH2:15][CH2:14][C:13](=[O:16])[NH:12][CH2:11][CH2:10]1 |f:5.6,7.8|. Procedure: 1M HCl in ethanol (7.2 mL) and 10% palladium-carbon (0.34 g) were added to 1-benzylhexahydro-1H-1,4-diazepin-5-one (1.490 g) in methanol (10 mL) at room temperature, and the resultant mixture was stirred in a hydrogen atmosphere for 4 hours. After the reaction atmosphere was purged with nitrogen, insoluble matter was removed by filtration. The solvent of the filtrate was evaporated under reduced pressure, and diethyl ether was added to the residue, and then the precipitated solid was recovered b...